This data is from the Open Reaction Database (ORD), a public repository of structured organic reaction records. The task is: describe an organic reaction: reactants, conditions, products, and yield Reactants: OCC1(CCN(CC1)C(=O)OC(C)(C)C)C1=CC=CC=C1 (tert-butyl 4-(hydroxymethyl)-4-phenylpiperidine-1-carboxylate), BrCC1=CC2=CN(N=C2C(=C1)C)COCC[Si](C)(C)C (5-(bromomethyl)-7-methyl-2-((2-(trimethylsilyl)ethoxy)methyl)-2H-indazole), [H-].[Na+] (sodium hydride). The solvent is CN(C=O)C (dimethylformamide). Reaction conditions: temperature 0 celsius, time 30 minute. Product: CC1=CC(=CC2=CN(N=C12)COCC[Si](C)(C)C)COCC1(CCN(CC1)C(=O)OC(C)(C)C)C1=CC=CC=C1 (tert-Butyl 4-(((7-methyl-2-((2-(trimethylsilyl)ethoxy)methyl)-2H-indazol-5-yl)methoxy)methyl)-4-phenylpiperidine-1-carboxylate). RXN SMILES: [OH:1][CH2:2][C:3]1([C:16]2[CH:21]=[CH:20][CH:19]=[CH:18][CH:17]=2)[CH2:8][CH2:7][N:6]([C:9]([O:11][C:12]([CH3:15])([CH3:14])[CH3:13])=[O:10])[CH2:5][CH2:4]1.Br[CH2:23][C:24]1[CH:32]=[C:31]([CH3:33])[C:30]2[C:26](=[CH:27][N:28]([CH2:34][O:35][CH2:36][CH2:37][Si:38]([CH3:41])([CH3:40])[CH3:39])[N:29]=2)[CH:25]=1.[H-].[Na+]>CN(C)C=O>[CH3:33][C:31]1[C:30]2[C:26](=[CH:27][N:28]([CH2:34][O:35][CH2:36][CH2:37][Si:38]([CH3:39])([CH3:41])[CH3:40])[N:29]=2)[CH:25]=[C:24]([CH2:23][O:1][CH2:2][C:3]2([C:16]3[CH:17]=[CH:18][CH:19]=[CH:20][CH:21]=3)[CH2:8][CH2:7][N:6]([C:9]([O:11][C:12]([CH3:14])([CH3:15])[CH3:13])=[O:10])[CH2:5][CH2:4]2)[CH:32]=1 |f:2.3|. Procedure: To a solution of tert-butyl 4-(hydroxymethyl)-4-phenylpiperidine-1-carboxylate (102 mg, 0.350 mmol) and 5-(bromomethyl)-7-methyl-2-((2-(trimethylsilyl)ethoxy)methyl)-2H-indazole (113 mg, 0.318 mmol) in dimethylformamide (0.75 mL) at 0° C. was added sodium hydride (16.8 mg, 0.70 mmol). The resulting solution was stirred at at 0° C. for 30 min. The reaction was quenched by the cautious addition of saturated ammonium chloride and diluted with diethyl ether. The ethereal was washed with water (2×), ... Starting materials: CCOC(=O)c1c(Br)c2cc([N+](=O)[O-])ccc2n1Cc1ccccc1, OB(O)c1ccc2[nH]ccc2c1. Product: CCOC(=O)c1c(-c2ccc3[nH]ccc3c2)c2cc([N+](=O)[O-])ccc2n1Cc1ccccc1. As a reaction SMILES: [CH2:1]([c:2]1[cH:3][cH:4][cH:5][cH:6][cH:7]1)[n:8]1[c:9]([C:21](=[O:22])[O:23][CH2:24][CH3:25])[c:10]([Br:20])[c:11]2[cH:12][c:13]([N+:17](=[O:18])[O-:19])[cH:14][cH:15][c:16]12.[nH:26]1[cH:27][cH:28][c:29]2[cH:30][c:31]([B:35]([OH:36])[OH:37])[cH:32][cH:33][c:34]12>>[CH2:1]([c:2]1[cH:3][cH:4][cH:5][cH:6][cH:7]1)[n:8]1[c:9]([C:21](=[O:22])[O:23][CH2:24][CH3:25])[c:10](-[c:31]2[cH:30][c:29]3[cH:28][cH:27][nH:26][c:34]3[cH:33][cH:32]2)[c:11]2[cH:12][c:13]([N+:17](=[O:18])[O-:19])[cH:14][cH:15][c:16]12.